Dataset: the Open Reaction Database (ORD), a public repository of structured organic reaction records. Task: describe an organic reaction: reactants, conditions, products, and yield Reactants: ClCCl, O=[Mn]=O, OC(c1cccc2cccnc12)c1cncn1C(c1ccccc1)(c1ccccc1)c1ccccc1. The product is O=C(c1cccc2cccnc12)c1cncn1C(c1ccccc1)(c1ccccc1)c1ccccc1. RXN SMILES: [Cl:37][CH2:38][Cl:39].[O:40]=[Mn:41]=[O:42].[n:1]1[cH:2][cH:3][cH:4][c:5]2[cH:6][cH:7][cH:8][c:9]([CH:11]([OH:12])[c:13]3[cH:14][n:15][cH:16][n:17]3[C:18]([c:19]3[cH:20][cH:21][cH:22][cH:23][cH:24]3)([c:25]3[cH:26][cH:27][cH:28][cH:29][cH:30]3)[c:31]3[cH:32][cH:33][cH:34][cH:35][cH:36]3)[c:10]12>>[n:1]1[cH:2][cH:3][cH:4][c:5]2[cH:6][cH:7][cH:8][c:9]([C:11](=[O:12])[c:13]3[cH:14][n:15][cH:16][n:17]3[C:18]([c:19]3[cH:20][cH:21][cH:22][cH:23][cH:24]3)([c:25]3[cH:26][cH:27][cH:28][cH:29][cH:30]3)[c:31]3[cH:32][cH:33][cH:34][cH:35][cH:36]3)[c:10]12. The reactants are C1=CC=C(C=C1)C(=O)NCCC[C@@H](C(=O)O)NC(=O)C2=CC=CC=C2 (ornithuric acid), FC(C(=O)O)(F)F (trifluoroacetic acid). Run at time 1 hour. Yields the product O.FC(C(=O)C(CCCNC(C1=CC=CC=C1)=O)NC(C1=CC=CC=C1)=O)(F)F (N,N'-[1-(Trifluoroacetyl)-1,4-butanediyl]bis(benzamide), hydrate). Reaction SMILES: [CH:1]1[CH:6]=[CH:5][C:4]([C:7]([NH:9][CH2:10][CH2:11][CH2:12][C@H:13]([NH:17][C:18]([C:20]2[CH:25]=[CH:24][CH:23]=[CH:22][CH:21]=2)=[O:19])[C:14]([OH:16])=O)=[O:8])=[CH:3][CH:2]=1.[F:26][C:27]([F:32])([F:31])C(O)=O>>[OH2:8].[F:26][C:27]([F:32])([F:31])[C:14]([CH:13]([NH:17][C:18](=[O:19])[C:20]1[CH:25]=[CH:24][CH:23]=[CH:22][CH:21]=1)[CH2:12][CH2:11][CH2:10][NH:9][C:7](=[O:8])[C:4]1[CH:3]=[CH:2][CH:1]=[CH:6][CH:5]=1)=[O:16] |f:2.3|. Reported procedure: A mixture of the ornithuric acid, as described in Step A, (501.5 g, 1.47 mol) and trifluoroacetic acid (TFAA) (400 ml) was stirred at room temperature for one hour. The resulting solution was evaporated (0.1 Torr) and 1 L of TFAA was added. The solution was stirred for 16 hours and evaporated to dryness (0.01 Torr). Further 1 L of TFAA was added and the solution stirred for 4hours. Reevaporation of the solution to dryness (0.1 Torr) was followed by addition of further 500 ml of TFAA. The solutio... The reactants are CSC1CCC2C3CCC4=CC(=O)C=CC4(C)C3(F)C(OC(C)=O)CC12C, CCS, ClCCl, [Na+], O=C([O-])O. The product is CCSC1(SC)CCC2C3CCC4=CC(=O)C=CC4(C)C3(F)C(OC(C)=O)CC21C. As a reaction SMILES: [C:1]([CH3:2])(=[O:3])[O:4][CH:5]1[C:6]2([F:27])[C:7]3([CH3:26])[CH:8]=[CH:9][C:10](=[O:25])[CH:11]=[C:12]3[CH2:13][CH2:14][CH:15]2[CH:16]2[CH2:17][CH2:18][CH:19]([S:23][CH3:24])[C:20]2([CH3:21])[CH2:22]1.[CH2:28]([CH3:29])[SH:30].[Cl:36][CH2:37][Cl:38].[Na+:35].[O-:31][C:32]([OH:33])=[O:34]>>[C:1]([CH3:2])(=[O:3])[O:4][CH:5]1[C:6]2([F:27])[C:7]3([CH3:26])[CH:8]=[CH:9][C:10](=[O:25])[CH:11]=[C:12]3[CH2:13][CH2:14][CH:15]2[CH:16]2[CH2:17][CH2:18][C:19]([S:23][CH3:24])([S:30][CH2:28][CH3:29])[C:20]2([CH3:21])[CH2:22]1. Reactants: C(C)(C)(C)OC(N[C@@H]1CN(CC1)C=1C=C(C=2C(N(C(C3=CC=C(C1C23)Cl)=O)OCC=C)=O)Cl)=O ((S)-[1-(2-allyloxy-4,7-dichloro-1,3-dioxo-2,3-dihydro-1H-benzo[de]isoquinolin-6-yl)pyrrolidin-3-yl]carbamic acid tert-butyl ester), boron tristrifluoroacetate. Run in FC(C(=O)O)(F)F (trifluoroacetic acid). Reaction conditions: time 2 hour. Product: Cl.N[C@@H]1CN(CC1)C=1C=C(C=2C(N(C(C3=CC=C(C1C23)Cl)=O)O)=O)Cl ((S)-6-(3-Aminopyrrolidin-1-yl)-4,7-dichloro-2-hydroxy-1H-benzo[de]iso quinoline-1,3-dione hydrochloride). RXN SMILES: C(OC(=O)[NH:7][C@H:8]1[CH2:12][CH2:11][N:10]([C:13]2[CH:14]=[C:15]([Cl:33])[C:16]3[C:17](=[O:32])[N:18]([O:28]CC=C)[C:19](=[O:27])[C:20]4[C:25]=3[C:24]=2[C:23]([Cl:26])=[CH:22][CH:21]=4)[CH2:9]1)(C)(C)C>FC(F)(F)C(O)=O>[ClH:26].[NH2:7][C@H:8]1[CH2:12][CH2:11][N:10]([C:13]2[CH:14]=[C:15]([Cl:33])[C:16]3[C:17](=[O:32])[N:18]([OH:28])[C:19](=[O:27])[C:20]4[C:25]=3[C:24]=2[C:23]([Cl:26])=[CH:22][CH:21]=4)[CH2:9]1 |f:2.3|. Procedure details: A solution of (S)-[1-(2-allyloxy-4,7-dichloro-1,3-dioxo-2,3-dihydro-1H-benzo[de]isoquinolin-6-yl)pyrrolidin-3-yl]carbamic acid tert-butyl ester (0.3 g, 0.6 mmol, from Example K4) in 10 mL of trifluoroacetic acid was treated with boron tristrifluoroacetate (4 mL, 4.0 mmol, 1.0 M in trifluoroacetic acid). The reaction was stirred at room temperature for 2 hours and the solvent evaporated in vacuo. The residue was chased with dichloromethane and redissolved in methanol which was also evaporated. Th... The solvent is CN(C)C=O (DMF). The yield is 73.1%. Reactants: CC1=C(C(=C2C(=N1)SC1=C2CCCC1)C1=C(C=CC=C1)Cl)CC(=O)OC (methyl [2-methyl-4-(2-chlorophenyl)-5,6,7,8-tetrahydro[1]benzothieno[2,3-b]pyridin-3-yl]acetate), [Li+].C[Si](C)(C)[N-][Si](C)(C)C (LHMDS), C1CCOC1 (THF), ICCC (1-iodopropane). The product is CC1=C(C(=C2C(=N1)SC1=C2CCCC1)C1=C(C=CC=C1)Cl)C(C(=O)OC)CCC (Methyl 2-[2-methyl-4-(2-chlorophenyl)-5,6,7,8-tetrahydro[1]benzothieno[2,3-b]pyridin-3-yl]pentanoate). Procedure details: This compound was prepared according to the procedure C from methyl [2-methyl-4-(2-chlorophenyl)-5,6,7,8-tetrahydro[1]benzothieno[2,3-b]pyridin-3-yl]acetate (0.300 g; 0.78 mmol), LHMDS 1N in THF (0.86 mL; 0.86 mmol), 1-iodopropane (0.114 mL; 1.17 mmol) in DMF (3.1 mL) for 4 h. Purification by flash chromatography on silica gel using a gradient of ethyl acetate (2-30%) in heptane furnished 0.244 g (74%) of the title compound as a yellow oil. As a reaction SMILES: [CH3:1][C:2]1[N:7]=[C:6]2[S:8][C:9]3[CH2:14][CH2:13][CH2:12][CH2:11][C:10]=3[C:5]2=[C:4]([C:15]2[CH:20]=[CH:19][CH:18]=[CH:17][C:16]=2[Cl:21])[C:3]=1[CH2:22][C:23]([O:25][CH3:26])=[O:24].[Li+].C[Si]([N-][Si](C)(C)C)(C)C.[CH2:37]1[CH2:41]OC[CH2:38]1.ICCC>CN(C=O)C>[CH3:1][C:2]1[N:7]=[C:6]2[S:8][C:9]3[CH2:14][CH2:13][CH2:12][CH2:11][C:10]=3[C:5]2=[C:4]([C:15]2[CH:20]=[CH:19][CH:18]=[CH:17][C:16]=2[Cl:21])[C:3]=1[CH:22]([CH2:38][CH2:37][CH3:41])[C:23]([O:25][CH3:26])=[O:24] |f:1.2|. Reactants: C[N+](C)(C)Cc1ccccc1, COC(=O)c1ccc(N)cc1, CC(=O)O, ClCCl, O=I(=O)Cl, O=I(=O)Cl. The product is COC(=O)c1ccc(N)c(I)c1. RXN SMILES: [CH2:20]([N+:21]([CH3:22])([CH3:23])[CH3:24])[c:25]1[cH:26][cH:27][cH:28][cH:29][cH:30]1.[CH3:1][O:2][C:3]([c:4]1[cH:5][cH:6][c:7]([NH2:10])[cH:8][cH:9]1)=[O:11].[CH3:31][C:32](=[O:33])[OH:34].[Cl:35][CH2:36][Cl:37].[I:12]([Cl:13])(=[O:14])=[O:15].[I:16]([Cl:17])(=[O:18])=[O:19]>>[CH3:1][O:2][C:3]([c:4]1[cH:5][c:6]([I:12])[c:7]([NH2:10])[cH:8][cH:9]1)=[O:11]. Reactants: N1=CC(=CC=C1)[C@H]1OC1 ((R)-(pyridin-3-yl)oxirane), N[C@@H](CC1=CNC2=C(C=CC=C12)OCC(=O)N(CC)CC)C ((R)-2-[3-(2-aminopropyl)-1H-indol-7-yloxy]-N,N-diethylacetamide). Run in O (water), C(C)O (ethanol). The product is C(C)N(C(COC=1C=CC=C2C(=CNC12)C[C@@H](C)NC[C@@H](C=1C=NC=CC1)O)=O)CC (N,N-diethyl-2-{3-[(2R)-2-((2R)-2-hydroxy-2-pyridin-3-ylethylamino)propyl]-1H-indol-7-yloxy}-acetamide). Yield: 20.6%. As a reaction SMILES: [N:1]1[CH:6]=[CH:5][CH:4]=[C:3]([C@@H:7]2[CH2:9][O:8]2)[CH:2]=1.[NH2:10][C@H:11]([CH3:31])[CH2:12][C:13]1[C:21]2[C:16](=[C:17]([O:22][CH2:23][C:24]([N:26]([CH2:29][CH3:30])[CH2:27][CH3:28])=[O:25])[CH:18]=[CH:19][CH:20]=2)[NH:15][CH:14]=1>O.C(O)C>[CH2:29]([N:26]([CH2:27][CH3:28])[C:24](=[O:25])[CH2:23][O:22][C:17]1[CH:18]=[CH:19][CH:20]=[C:21]2[C:16]=1[NH:15][CH:14]=[C:13]2[CH2:12][C@H:11]([NH:10][CH2:9][C@H:7]([OH:8])[C:3]1[CH:2]=[N:1][CH:6]=[CH:5][CH:4]=1)[CH3:31])[CH3:30]. Reported procedure: A solution of (R)-(pyridin-3-yl)oxirane (97 mg, 0.80 mmol) and (R)-2-[3-(2-aminopropyl)-1H-indol-7-yloxy]-N,N-diethylacetamide (243 mg, 0.80 mmol) in water (0.8 mL) and ethanol (8 mL) is refluxed for 5 hours. After concentrated, the resulting residue is purified by preparative TLC (SiO2, 20×20 cm, 0.5 mm, iPrOH/saturated ammonia solution in chloroform=1/10) to give the desired N,N-diethyl-2-{3-[(2R)-2-((2R)-2-hydroxy-2-pyridin-3-ylethylamino)propyl]-1H-indol-7-yloxy}-acetamide (70 mg, yield: 21%... Reactants: CC=1C=CC2=C(C(C=3C(=NC=CC3)O2)=O)C1 (7-methyl-5-oxo-5H-[1]benzopyrano[2,3-b]pyridine), BrN1C(CCC1=O)=O (N-bromosuccinimide). The reagents and catalysts are C(C1=CC=CC=C1)(=O)OOC(C1=CC=CC=C1)=O (benzoyl peroxide). Solvent: C(Cl)(Cl)(Cl)Cl (carbon tetrachloride). Reaction conditions: time 2 hour. The product is BrCC=1C=CC2=C(C(C=3C(=NC=CC3)O2)=O)C1 (7-bromomethyl-5-oxo-5H-[1]benzopyrano[2,3-b]pyridine). Yield: 81.6%. RXN SMILES: [CH3:1][C:2]1[CH:3]=[CH:4][C:5]2[O:14][C:9]3=[N:10][CH:11]=[CH:12][CH:13]=[C:8]3[C:7](=[O:15])[C:6]=2[CH:16]=1.[Br:17]N1C(=O)CCC1=O>C(OOC(=O)C1C=CC=CC=1)(=O)C1C=CC=CC=1.C(Cl)(Cl)(Cl)Cl>[Br:17][CH2:1][C:2]1[CH:3]=[CH:4][C:5]2[O:14][C:9]3=[N:10][CH:11]=[CH:12][CH:13]=[C:8]3[C:7](=[O:15])[C:6]=2[CH:16]=1. Procedure: A mixture of 42 g of 7-methyl-5-oxo-5H-[1]benzopyrano[2,3-b]pyridine, 36 g of N-bromosuccinimide, 0.4 g of benzoyl peroxide and 420 ml of carbon tetrachloride is refluxed with stirring under ultraviolet light for 2 hours. The reaction mixture is quickly filtered while it is hot. The crystals are suspended in hot water (about 60°C), and the suspension is thoroughly stirred and filtered again. The crystals are recrystallized from dioxane to give 47.1 g of 7-bromomethyl-5-oxo-5H-[1]benzopyrano[2,3-... The product is C(C)(C)(C)NC=1C(=NC2=CC=C(C(=C2N1)C1=CC=2C(NCCC2N1)=O)F)C (2-(3-(tert-butylamino)-6-fluoro-2-methylquinoxalin-5-yl)-6,7-dihydro-1H-pyrrolo[3,2-c]pyridin-4(5H)-one). Starting materials: CC(C)C1=CC(=C(C(=C1)C(C)C)C2=C(C=CC=C2)P(C3CCCCC3)C4CCCCC4)C(C)C (Xphos), [O-]P(=O)([O-])[O-].[K+].[K+].[K+] (potassium phosphate tribasic), BrC=1C(=CC=C2N=C(C(=NC12)NC(C)(C)C)C)F (8-bromo-N-(tert-butyl)-7-fluoro-3-methylquinoxalin-2-amine), CC1(OB(OC1(C)C)C1=CC=2C(NCCC2N1)=O)C (2-(4,4,5,5-tetramethyl-1,3,2-dioxaborolan-2-yl)-6,7-dihydro-1H-pyrrolo[3,2-c]pyridin-4(5H)-one). Procedure: A glass microwave reaction vessel (80 mL) was charged with 8-bromo-N-(tert-butyl)-7-fluoro-3-methylquinoxalin-2-amine (286a) (1.20 g, 3.84 mmol) and 2-(4,4,5,5-tetramethyl-1,3,2-dioxaborolan-2-yl)-6,7-dihydro-1H-pyrrolo[3,2-c]pyridin-4(5H)-one (609; 1.81 g, 6.92 mmol) in 1,4-dioxane (15 mL)/water (4.8 mL). Then Pd2(dba)3 (Strem Chemicals,) (0.176 g, 0.19 mmol), Xphos (Strem Chemicals,) (181 mg, 0.38 mmol) and potassium phosphate tribasic (Fisher Scientific, Fair Lawn, N.J.) (2.45 g, 11.53 mmol) ... The reagents and catalysts are C=1C=CC(=CC1)/C=C/C(=O)/C=C/C2=CC=CC=C2.C=1C=CC(=CC1)/C=C/C(=O)/C=C/C2=CC=CC=C2.C=1C=CC(=CC1)/C=C/C(=O)/C=C/C2=CC=CC=C2.[Pd].[Pd] (Pd2(dba)3). The solvent is O1CCOCC1 (1,4-dioxane), O (water), C(Cl)Cl (DCM). Run at temperature 110 celsius. Isolated yield 39.1%. Reaction SMILES: Br[C:2]1[C:3]([F:18])=[CH:4][CH:5]=[C:6]2[C:11]=1[N:10]=[C:9]([NH:12][C:13]([CH3:16])([CH3:15])[CH3:14])[C:8]([CH3:17])=[N:7]2.CC1(C)C(C)(C)OB([C:27]2[NH:35][C:34]3[CH2:33][CH2:32][NH:31][C:30](=[O:36])[C:29]=3[CH:28]=2)O1.CC(C1C=C(C(C)C)C(C2C=CC=CC=2P(C2CCCCC2)C2CCCCC2)=C(C(C)C)C=1)C.[O-]P([O-])([O-])=O.[K+].[K+].[K+]>O1CCOCC1.C(Cl)Cl.C1C=CC(/C=C/C(/C=C/C2C=CC=CC=2)=O)=CC=1.C1C=CC(/C=C/C(/C=C/C2C=CC=CC=2)=O)=CC=1.C1C=CC(/C=C/C(/C=C/C2C=CC=CC=2)=O)=CC=1.[Pd].[Pd].O>[C:13]([NH:12][C:9]1[C:8]([CH3:17])=[N:7][C:6]2[C:11]([N:10]=1)=[C:2]([C:27]1[NH:35][C:34]3[CH2:33][CH2:32][NH:31][C:30](=[O:36])[C:29]=3[CH:28]=1)[C:3]([F:18])=[CH:4][CH:5]=2)([CH3:16])([CH3:15])[CH3:14] |f:3.4.5.6,9.10.11.12.13|.